From a dataset of the Open Reaction Database (ORD), a public repository of structured organic reaction records. describe an organic reaction: reactants, conditions, products, and yield Starting materials: O=C1CCC(=O)N1Br, O=C(OOC(=O)c1ccccc1)c1ccccc1, ClC(Cl)(Cl)Cl, CCOC(=O)c1ccccc1C, CCCCCC. The product is CCOC(=O)c1ccccc1CBr. RXN SMILES: [Br:13][N:14]1[C:15](=[O:16])[CH2:17][CH2:18][C:19]1=[O:20].[C:21]([O:22][O:23][C:24](=[O:25])[c:26]1[cH:27][cH:28][cH:29][cH:30][cH:31]1)(=[O:32])[c:33]1[cH:34][cH:35][cH:36][cH:37][cH:38]1.[C:45]([Cl:46])([Cl:47])([Cl:48])[Cl:49].[CH2:1]([CH3:2])[O:3][C:4]([c:5]1[c:6]([CH3:11])[cH:7][cH:8][cH:9][cH:10]1)=[O:12].[CH3:39][CH2:40][CH2:41][CH2:42][CH2:43][CH3:44]>>[CH2:1]([CH3:2])[O:3][C:4]([c:5]1[c:6]([CH2:11][Br:13])[cH:7][cH:8][cH:9][cH:10]1)=[O:12]. Starting materials: FC(C1=CC=C(C=O)C=C1)(F)F (4-Trifluoromethylbenzaldehyde), [H][H] (hydrogen). The reagents and catalysts are [Pt] (platinum). Run in C(C)(=O)O (acetic acid). Conditions: time 10 hour. Yields the product FC(C1=CC=C(C=C1)C)(F)F (4-trifluoromethyltoluene). The yield is 77.7%. RXN SMILES: [F:1][C:2]([F:12])([F:11])[C:3]1[CH:10]=[CH:9][C:6]([CH:7]=O)=[CH:5][CH:4]=1.[H][H]>C(O)(=O)C.[Pt]>[F:1][C:2]([F:11])([F:12])[C:3]1[CH:4]=[CH:5][C:6]([CH3:7])=[CH:9][CH:10]=1. Procedure details: 4-Trifluoromethylbenzaldehyde (20.0 g) was dissolved in acetic acid (100 ml) and treated with hydrogen in the presence of platinum (0.5 g) at ambient temperature and pressure for 10 hours. The solution was filtered, poured into water (400 ml), basified by addition of aqueous sodium hydroxide solution (2 M), extracted with ether (3×100 ml). The combined extracts were washed with water (2×100 ml), dried over anhydrous magnesium sulphate, evaporated to dryness. The residue was distilled to give 4-t... Starting materials: CC1=C2C(NS(=O)(=O)C2=CC=C1)=O (4-methylsaccharin), C1(=CC=CC=C1)SCCl (chloromethyl phenyl sulfide). The reagents and catalysts are CCCC[N+](CCCC)(CCCC)CCCC.[Br-] (TBAB). Solvent: C1(=CC=CC=C1)C (toluene), C(C)(=O)OCC (ethyl acetate). Product: C1(=CC=CC=C1)SCN1S(=O)(=O)C2=CC=CC(=C2C1=O)C (2-phenylthiomethyl-4-methylsaccharin). The yield is 46.3%. Reaction SMILES: [CH3:1][C:2]1[CH:12]=[CH:11][CH:10]=[C:9]2[C:3]=1[C:4](=[O:13])[NH:5][S:6]2(=[O:8])=[O:7].[C:14]1([S:20][CH2:21]Cl)[CH:19]=[CH:18][CH:17]=[CH:16][CH:15]=1>CCCC[N+](CCCC)(CCCC)CCCC.[Br-].C1(C)C=CC=CC=1.C(OCC)(=O)C>[C:14]1([S:20][CH2:21][N:5]2[C:4](=[O:13])[C:3]3[C:9](=[CH:10][CH:11]=[CH:12][C:2]=3[CH3:1])[S:6]2(=[O:8])=[O:7])[CH:19]=[CH:18][CH:17]=[CH:16][CH:15]=1 |f:2.3|. Procedure: A mixture of 1.0 g (0.005 mol) of 4-methylsaccharin, 0.33 g (0.001 mol) of TBAB and 1.2 g (0.0075 mol) of chloromethyl phenyl sulfide in 25 ml of toluene was heated under reflux for about sixteen hours and then cooled, diluted with ethyl acetate and the solution washed with aqueous bicarbonate and water. The organic layer was dried and taken to dryness to give 0.74 g of 2-phenylthiomethyl-4-methylsaccharin. Reactants: Cl (HCl), C(C)(C)(C)OC(N(CCC)C1=CC(=CC=C1)NC(CN1C(N(C2=C(C(=N1)C1CCCCC1)C=CC=C2)CC(C(C)(C)C)=O)=O)=O)=O ((3-{2-[5-cyclohexyl-1-(3,3-dimethyl-2-oxo-butyl)-2-oxo-1,2-dihydro-3H-1,3,4-benzotriazepin-3-yl]-acetylamino}-phenyl)-propyl-carbamic acid tert-butyl ester). Solvent: O1CCOCC1 (dioxan), O1CCOCC1 (dioxan). Run at time 2 hour. The product is hydrochloride salt, C1(CCCCC1)C1=NN(C(N(C2=C1C=CC=C2)CC(C(C)(C)C)=O)=O)CC(=O)NC2=CC(=CC=C2)NCCC (2-[5-Cyclohexyl-1-(3,3-dimethyl-2-oxo-butyl)-2-oxo-1,2-dihydro-3H-1,3,4-benzotriazepin-3-yl]-N-(3-propylamino-phenyl)-acetamide). Isolated yield 91.0%. As a reaction SMILES: Cl.C(OC(=O)[N:8]([C:12]1[CH:17]=[CH:16][CH:15]=[C:14]([NH:18][C:19](=[O:46])[CH2:20][N:21]2[N:27]=[C:26]([CH:28]3[CH2:33][CH2:32][CH2:31][CH2:30][CH2:29]3)[C:25]3[CH:34]=[CH:35][CH:36]=[CH:37][C:24]=3[N:23]([CH2:38][C:39](=[O:44])[C:40]([CH3:43])([CH3:42])[CH3:41])[C:22]2=[O:45])[CH:13]=1)[CH2:9][CH2:10][CH3:11])(C)(C)C>O1CCOCC1>[CH:28]1([C:26]2[C:25]3[CH:34]=[CH:35][CH:36]=[CH:37][C:24]=3[N:23]([CH2:38][C:39](=[O:44])[C:40]([CH3:43])([CH3:42])[CH3:41])[C:22](=[O:45])[N:21]([CH2:20][C:19]([NH:18][C:14]3[CH:15]=[CH:16][CH:17]=[C:12]([NH:8][CH2:9][CH2:10][CH3:11])[CH:13]=3)=[O:46])[N:27]=2)[CH2:29][CH2:30][CH2:31][CH2:32][CH2:33]1. Procedure details: 4.0M HCl in dioxan (5 ml, 20.0 mmol) was added to a solution of (3-{2-[5-cyclohexyl-1-(3,3-dimethyl-2-oxo-butyl)-2-oxo-1,2-dihydro-3H-1,3,4-benzotriazepin-3-yl]-acetylamino}-phenyl)-propyl-carbamic acid tert-butyl ester (Example 41, step a) (524 mg, 0.83 mmol) in dioxan (15 ml) at room temperature. The mixture was stirred for 2 h during which time a white precipitate formed. The solvent was evaporated, and the solid obtained was washed with Et2O, isolated by filtration and dried, to afford the h... Run at temperature 25 celsius, time 18 hour. Starting materials: C(C)(C)(C)OC(=O)N1CCC(CC1)(C)O (4-hydroxy-4-methyl-piperidine-1-carboxylic acid tert-butyl ester), Cl (HCl), O1CCOCC1 (1,4-dioxane). RXN SMILES: C(OC([N:8]1[CH2:13][CH2:12][C:11]([OH:15])([CH3:14])[CH2:10][CH2:9]1)=O)(C)(C)C.[ClH:16].O1CCOCC1>C(Cl)Cl>[ClH:16].[CH3:14][C:11]1([OH:15])[CH2:12][CH2:13][NH:8][CH2:9][CH2:10]1 |f:4.5|. Yields the product Cl.CC1(CCNCC1)O (4-Methyl-piperidin-4-ol hydrochloride). Procedure: To a solution of 4-hydroxy-4-methyl-piperidine-1-carboxylic acid tert-butyl ester (1.08 g, 4.87 mmol) in DCM (25 mL) is added 4M HCl in 1,4-dioxane (20 mL, 80 mmol) and the reaction stirred at about 25° C. for 18 hours. The reaction is concentrated, suspended in Et2O and heptane, and filtered to afford the title compound (R) as a white powder. Solvent: C(Cl)Cl (DCM).